From a dataset of the Open Reaction Database (ORD), a public repository of structured organic reaction records. describe an organic reaction: reactants, conditions, products, and yield Reactants: CN=C=O, Cc1ccccc1, CC(NO)c1ccc2c(c1)Cc1ccccc1-2. Yields the product CNC(=O)N(O)C(C)c1ccc2c(c1)Cc1ccccc1-2. RXN SMILES: [CH3:18][N:19]=[C:20]=[O:21].[CH3:22][c:23]1[cH:24][cH:25][cH:26][cH:27][cH:28]1.[OH:1][NH:2][CH:3]([c:4]1[cH:5][c:6]2[c:14]([cH:15][cH:16]1)-[c:13]1[c:8]([cH:9][cH:10][cH:11][cH:12]1)[CH2:7]2)[CH3:17]>>[OH:1][N:2]([CH:3]([c:4]1[cH:5][c:6]2[c:14]([cH:15][cH:16]1)-[c:13]1[c:8]([cH:9][cH:10][cH:11][cH:12]1)[CH2:7]2)[CH3:17])[C:20]([NH:19][CH3:18])=[O:21]. Starting materials: COC(=O)C(CCOc1ccc(N(C(=O)C=O)C2CN(C(C(=O)O)c3cccs3)C2=O)cc1)NC(=O)OC(C)(C)C, CO, Cl, [Na+], [OH-]. Yields the product CC(C)(C)OC(=O)NC(CCOc1ccc(N(C(=O)C=O)C2CN(C(C(=O)O)c3cccs3)C2=O)cc1)C(=O)O. As a reaction SMILES: [C:1]([CH3:2])([CH3:3])([CH3:4])[O:5][C:6](=[O:7])[NH:8][CH:9]([CH2:10][CH2:11][O:12][c:13]1[cH:14][cH:15][c:16]([N:19]([CH:20]2[C:21](=[O:33])[N:22]([CH:24]([C:25](=[O:26])[OH:27])[c:28]3[s:29][cH:30][cH:31][cH:32]3)[CH2:23]2)[C:34]([CH:35]=[O:36])=[O:37])[cH:17][cH:18]1)[C:38](=[O:39])[O:40][CH3:41].[CH3:45][OH:46].[ClH:44].[Na+:43].[OH-:42]>>[C:1]([CH3:2])([CH3:3])([CH3:4])[O:5][C:6](=[O:7])[NH:8][CH:9]([CH2:10][CH2:11][O:12][c:13]1[cH:14][cH:15][c:16]([N:19]([CH:20]2[C:21](=[O:33])[N:22]([CH:24]([C:25](=[O:26])[OH:27])[c:28]3[s:29][cH:30][cH:31][cH:32]3)[CH2:23]2)[C:34]([CH:35]=[O:36])=[O:37])[cH:17][cH:18]1)[C:38](=[O:39])[OH:40]. The reactants are Cl (hydrochloric acid), C1(=CC=CC=C1)[Mg] (phenylmagnesium), C(C)OCC (diethyl ether), CN(C(=O)[C@H]1CN(C(C1)=O)[C@H](C)C1=CC=CC=C1)OC (N-methyl-N-methoxy-[1-(R)-phenylethyl]-5-oxopyrrolidine-3-(R)-carboxamide). Run in O1CCCC1 (tetrahydrofuran). Conditions: time 30 minute. The product is C1(=CC=CC=C1)C(=O)[C@@H]1CC(N(C1)[C@H](C)C1=CC=CC=C1)=O (4-(R)-Phenylcarbonyl-1-[1-(R)-phenylethyl]-2-pyrrolidone). Isolated yield 89.0%. Reaction SMILES: [C:1]1([Mg])[CH:6]=[CH:5][CH:4]=[CH:3][CH:2]=1.C(OCC)C.CN(OC)[C:15]([C@@H:17]1[CH2:21][C:20](=[O:22])[N:19]([C@@H:23]([C:25]2[CH:30]=[CH:29][CH:28]=[CH:27][CH:26]=2)[CH3:24])[CH2:18]1)=[O:16].Cl>O1CCCC1>[C:1]1([C:15]([C@H:17]2[CH2:18][N:19]([C@@H:23]([C:25]3[CH:30]=[CH:29][CH:28]=[CH:27][CH:26]=3)[CH3:24])[C:20](=[O:22])[CH2:21]2)=[O:16])[CH:6]=[CH:5][CH:4]=[CH:3][CH:2]=1. Reported procedure: In an atmosphere of nitrogen, phenylmagnesium bride (3 mol/l diethyl ether solution, 15 ml) was added dropwise to tetrahydrofuran solution (50 ml) of N-methyl-N-methoxy-[1-(R)-phenylethyl]-5-oxopyrrolidine-3-(R)-carboxamide (2.49 g, 9.0 mmol), and the mixture was stirred at room temperature for 30 minutes. The reaction solution was mixed with 1 mol/l hydrochloric acid (50 ml) under ice-cooling and then extracted with ethyl acetate (8 ml×2). The organic layer was washed with saturated brine (100 ... The reactants are O=C([O-])[O-], CS(C)=O, Clc1ccc(Br)c(Cl)c1, [K+], [K+], O, CC(Oc1ccc(O)cc1)C(=O)N1CCCO1, c1ccccc1. Yields the product CC(Oc1ccc(Oc2ccc(Cl)cc2Cl)cc1)C(=O)N1CCCO1. RXN SMILES: [C:27](=[O:28])([O-:29])[O-:30].[CH3:33][S:34]([CH3:35])=[O:36].[Cl:1][c:2]1[c:3]([Br:9])[cH:4][cH:5][c:6]([Cl:8])[cH:7]1.[K+:31].[K+:32].[OH2:43].[OH:10][c:11]1[cH:12][cH:13][c:14]([O:15][CH:16]([C:17](=[O:18])[N:19]2[O:20][CH2:21][CH2:22][CH2:23]2)[CH3:24])[cH:25][cH:26]1.[cH:37]1[cH:38][cH:39][cH:40][cH:41][cH:42]1>>[Cl:1][c:2]1[c:3]([O:10][c:11]2[cH:12][cH:13][c:14]([O:15][CH:16]([C:17](=[O:18])[N:19]3[O:20][CH2:21][CH2:22][CH2:23]3)[CH3:24])[cH:25][cH:26]2)[cH:4][cH:5][c:6]([Cl:8])[cH:7]1. The reactants are CC(C)C(NS(=O)(=O)c1ccc(-c2ccc(OC(=O)Nc3ccc(F)cc3)cc2)cc1)C(=O)OC(C)(C)C, CC(Cl)Cl, O=C(O)C(F)(F)F. Product: CC(C)C(NS(=O)(=O)c1ccc(-c2ccc(OC(=O)Nc3ccc(F)cc3)cc2)cc1)C(=O)O. As a reaction SMILES: [C:1]([CH3:2])([CH3:3])([CH3:4])[O:5][C:6]([CH:7]([CH:8]([CH3:9])[CH3:10])[NH:11][S:12](=[O:13])(=[O:14])[c:15]1[cH:16][cH:17][c:18](-[c:21]2[cH:22][cH:23][c:24]([O:27][C:28]([NH:29][c:30]3[cH:31][cH:32][c:33]([F:36])[cH:34][cH:35]3)=[O:37])[cH:25][cH:26]2)[cH:19][cH:20]1)=[O:38].[Cl:46][CH:47]([Cl:48])[CH3:49].[F:39][C:40]([F:41])([F:42])[C:43]([OH:44])=[O:45]>>[O:5]=[C:6]([CH:7]([CH:8]([CH3:9])[CH3:10])[NH:11][S:12](=[O:13])(=[O:14])[c:15]1[cH:16][cH:17][c:18](-[c:21]2[cH:22][cH:23][c:24]([O:27][C:28]([NH:29][c:30]3[cH:31][cH:32][c:33]([F:36])[cH:34][cH:35]3)=[O:37])[cH:25][cH:26]2)[cH:19][cH:20]1)[OH:38]. Solvent: CO (methanol). Product: NC=1C(N(C=CC1)C(C(=O)OC)C)=O (Methyl 2[3-amino-1,2-dihydro-2-oxo-1-pyridyl]propionate). Run at time 30 minute. The reagents and catalysts are [Pd] (palladium on carbon). Reported procedure: A mixture of 2(S) methyl-2-[3-benzyloxycarbonylamino-1,2-dihydro-2-oxo-1-pyridyl)propionate (49a) (2.75 g, 8.33 mmol), methanol (100 ml), and 10% palladium on carbon (300 mg) was stirred under an atmosphere of hydrogen for 30 min. The mixture was filtered and concentrated to afford 1.63 g (100%) of a colorless solid: 1H NMR (d6-DMSO) δ 8.35 (1H, brs), 7.46 (1H, d), 7.22 (1H, d), 6.29 (1H, t), 5.22 (1H, q), 3.63 (3H, s), 1.55 (3H, d). Reactants: 2(S), COC(C(C)N1C(C(=CC=C1)NC(=O)OCC1=CC=CC=C1)=O)=O (methyl-2-[3-benzyloxycarbonylamino-1,2-dihydro-2-oxo-1-pyridyl)propionate). As a reaction SMILES: [CH3:1][O:2][C:3](=[O:24])[CH:4]([N:6]1[CH:11]=[CH:10][CH:9]=[C:8]([NH:12]C(OCC2C=CC=CC=2)=O)[C:7]1=[O:23])[CH3:5]>[Pd].CO>[NH2:12][C:8]1[C:7](=[O:23])[N:6]([CH:4]([CH3:5])[C:3]([O:2][CH3:1])=[O:24])[CH:11]=[CH:10][CH:9]=1. The yield is 99.7%. Reactants: ClC1=CC=C(C=C1)C1=NC=2C(=NC=CC2)N1 (2-(4-chlorophenyl)-3H-imidazo[4,5-b]pyridine), N1=CC(=CC=C1)CC(=O)O (pyridine-3-acetic acid), C(=O)(N1C=NC=C1)N1C=NC=C1 (1,1'-carbonyldiimidazole), NCCC=1N(C=CC1)C (2-(2-aminoethyl)-1-methylpyrrole). Solvent: O1CCCC1 (tetrahydrofuran), O1CCCC1 (tetrahydrofuran). Reaction conditions: time 3 hour. The product is ClC1=CC=C(C=C1)C1=NC=2C(=NC=CC2)N1CC(=O)NCCC=1N(C=CC1)C (2-(4-Chlorophenyl)-N-[2-(1-methyl-1H-pyrrol-2-yl)ethyl]-3H-imidazo[4,5-b]pyridine-3-acetamide). Isolated yield 63.0%. As a reaction SMILES: [Cl:1][C:2]1[CH:7]=[CH:6][C:5]([C:8]2[NH:16][C:11]3=[N:12][CH:13]=[CH:14][CH:15]=[C:10]3[N:9]=2)=[CH:4][CH:3]=1.N1C=CC=C([CH2:23][C:24](O)=[O:25])C=1.C(N1C=CN=C1)(N1C=CN=C1)=O.[NH2:39][CH2:40][CH2:41][C:42]1[N:43]([CH3:47])[CH:44]=[CH:45][CH:46]=1>O1CCCC1>[Cl:1][C:2]1[CH:7]=[CH:6][C:5]([C:8]2[N:16]([CH2:23][C:24]([NH:39][CH2:40][CH2:41][C:42]3[N:43]([CH3:47])[CH:44]=[CH:45][CH:46]=3)=[O:25])[C:11]3=[N:12][CH:13]=[CH:14][CH:15]=[C:10]3[N:9]=2)=[CH:4][CH:3]=1. Reported procedure: A suspension of 2-(4-chlorophenyl)-3H-imidazo[4,5-b]pyridine]pyridine-3-acetic acid (5.0 g, 0.0174 mole), 1,1'-carbonyldiimidazole (2.82 g, 0.0174 mole) and dry tetrahydrofuran (100 ml) was stirred at room temperature for 3 hr with a stream of nitrogen bubbling through it. A solution of 2-(2-aminoethyl)-1-methylpyrrole (5.40 g, 0.0435 mole) in tetrahydrofuran (6 ml) was added and the mixture was stirred at room temperature under nitrogen overnight. The solvent was evaporated under reduced pressu... Starting materials: 50, C(C)C1=CC=C(O1)CNC1=NC=CC=C1NC(=S)NC1CCN(CC1)C(=O)OCC (ethyl 4-[[[[2-[[(5-ethyl-2-furanyl)methyl]amino]-3-pyridinyl]amino]thioxomethyl]amino]-1-piperidinecarboxylate). Reagents/catalysts: [Hg]=O (mercury(II) oxide). Solvent: C(C)O (ethanol). Reaction conditions: time 1 hour. Yields the product 38, C(C)C1=CC=C(O1)CN1C(=NC=2C1=NC=CC2)NC2CCN(CC2)C(=O)OCC (ethyl 4-[[3-[(5-ethyl-2-furanyl)methyl]-3H-imidazo[4,5-b]pyridin-2-yl]amino]-1-piperidinecarboxylate). Isolated yield 83.1%. As a reaction SMILES: [CH2:1]([C:3]1[O:7][C:6]([CH2:8][NH:9][C:10]2[C:15]([NH:16][C:17]([NH:19][CH:20]3[CH2:25][CH2:24][N:23]([C:26]([O:28][CH2:29][CH3:30])=[O:27])[CH2:22][CH2:21]3)=S)=[CH:14][CH:13]=[CH:12][N:11]=2)=[CH:5][CH:4]=1)[CH3:2]>[Hg]=O.C(O)C>[CH2:1]([C:3]1[O:7][C:6]([CH2:8][N:9]2[C:10]3=[N:11][CH:12]=[CH:13][CH:14]=[C:15]3[N:16]=[C:17]2[NH:19][CH:20]2[CH2:25][CH2:24][N:23]([C:26]([O:28][CH2:29][CH3:30])=[O:27])[CH2:22][CH2:21]2)=[CH:5][CH:4]=1)[CH3:2]. Procedure details: A mixture of 50 parts of ethyl 4-[[[[2-[[(5-ethyl-2-furanyl)methyl]amino]-3-pyridinyl]amino]thioxomethyl]amino]-1-piperidinecarboxylate, 32.4 parts of mercury(II) oxide and 480 parts of ethanol was stirred for 1 hour at reflux temperature. The reaction mixture was filtered over diatomaceous earth and the filtrate was evaporated. The residue was stirred in 1,1'-oxybisethane. The crystallized product was filtered off and dried, yielding 38 parts (83.1%) of ethyl 4-[[3-[(5-ethyl-2-furanyl)methyl]-3... The reactants are CC(=O)OCC(=O)C1C(C)CC2C3C=C(Cl)C4=CC(=O)CCC4(C)C3C(O)CC21C, CC(C)=O, C1CCOC1. Product: CC(=O)OCC(=O)C1C(C)CC2C3C=C(Cl)C4=CC(=O)C=CC4(C)C3C(O)CC21C. RXN SMILES: [C:1]([CH3:2])(=[O:3])[O:4][CH2:5][C:6]([CH:7]1[CH:8]([CH3:29])[CH2:9][CH:10]2[CH:11]3[CH:12]=[C:13]([Cl:28])[C:14]4=[CH:15][C:16](=[O:27])[CH2:17][CH2:18][C:19]4([CH3:20])[CH:21]3[CH:22]([OH:26])[CH2:23][C:24]12[CH3:25])=[O:30].[CH3:36][C:37](=[O:38])[CH3:39].[O:31]1[CH2:32][CH2:33][CH2:34][CH2:35]1>>[C:1]([CH3:2])(=[O:3])[O:4][CH2:5][C:6]([CH:7]1[CH:8]([CH3:29])[CH2:9][CH:10]2[CH:11]3[CH:12]=[C:13]([Cl:28])[C:14]4=[CH:15][C:16](=[O:27])[CH:17]=[CH:18][C:19]4([CH3:20])[CH:21]3[CH:22]([OH:26])[CH2:23][C:24]12[CH3:25])=[O:30].